Task: describe an organic reaction: reactants, conditions, products, and yield. Dataset: the Open Reaction Database (ORD), a public repository of structured organic reaction records Reported procedure: In a similar manner to Step 1 of Reference Example 2, indole-6-carboxylic acid (200 mg, 1.24 mmol) was dissolved in DMF (2 mL), and the solution was treated with EDCI (475 mg, 2.48 mmol), HOBT monohydrate (168 mg, 1.24 mmol) and 1-(tert-butoxycarbonyl)piperazine (461 mg, 2.48 mmol) to obtain 6-[4-(tert-butoxycarbonyl)piperazin-1-ylcarbonyl]indole (529 mg). The reactants are CCN=C=NCCCN(C)C (EDCI), C1=CC=C2C(=C1)N=NN2O.O (HOBT monohydrate), C(C)(C)(C)OC(=O)N1CCNCC1 (1-(tert-butoxycarbonyl)piperazine), N1C=CC2=CC=C(C=C12)C(=O)O (indole-6-carboxylic acid). The product is C(C)(C)(C)OC(=O)N1CCN(CC1)C(=O)C1=CC=C2C=CNC2=C1 (6-[4-(tert-butoxycarbonyl)piperazin-1-ylcarbonyl]indole). Reaction SMILES: [NH:1]1[C:9]2[C:4](=[CH:5][CH:6]=[C:7]([C:10]([OH:12])=O)[CH:8]=2)[CH:3]=[CH:2]1.CCN=C=NCCCN(C)C.C1C=C2N=NN(O)C2=CC=1.O.[C:35]([O:39][C:40]([N:42]1[CH2:47][CH2:46][NH:45][CH2:44][CH2:43]1)=[O:41])([CH3:38])([CH3:37])[CH3:36]>CN(C=O)C>[C:35]([O:39][C:40]([N:42]1[CH2:47][CH2:46][N:45]([C:10]([C:7]2[CH:8]=[C:9]3[C:4]([CH:3]=[CH:2][NH:1]3)=[CH:5][CH:6]=2)=[O:12])[CH2:44][CH2:43]1)=[O:41])([CH3:38])([CH3:36])[CH3:37] |f:2.3|. The solvent is CN(C)C=O (DMF). Isolated yield 129.5%. Starting materials: CC(C)(C)c1cc2ccc([N+](=O)[O-])cc2[nH]1, CO. Yields the product CC(C)(C)c1cc2ccc(N)cc2[nH]1. Reaction SMILES: [C:1]([CH3:2])([CH3:3])([CH3:4])[c:5]1[nH:6][c:7]2[cH:8][c:9]([N+:14]([O-:15])=[O:16])[cH:10][cH:11][c:12]2[cH:13]1.[CH3:17][OH:18]>>[C:1]([CH3:2])([CH3:3])([CH3:4])[c:5]1[nH:6][c:7]2[cH:8][c:9]([NH2:14])[cH:10][cH:11][c:12]2[cH:13]1.